This data is from the Open Reaction Database (ORD), a public repository of structured organic reaction records. The task is: describe an organic reaction: reactants, conditions, products, and yield Procedure: The title compound was prepared by the procedure of Example 14, step (e) using 4-cyano-1H-imidazole-2-carboxylic acid [2-(4,4-dimethyl-cyclohex-1-enyl)-4-(1-hydroxy-1-methyl-ethyl)-phenyl]-amide (as prepared in Example 14, step (d), 120 mg, 0.317 mmol) and 2-methylsulfanyl-ethylamine (69.0 μL, 0.951 mmol). Silica gel chromatography (1-4% MeOH/DCM) afforded the title compound (72 mg, 50%) as a white solid. 1H-NMR (CD3OD; 400 MHz): δ 8.26 (d, 1H, J=8.6 Hz), 7.94 (s, 1H), 7.39 (dd, 1H, J=8.6, 2.3 H... Isolated yield 50.3%. Product: CC1(CC=C(CC1)C1=C(C=CC(=C1)C(C)(NCCSC)C)NC(=O)C=1NC=C(N1)C#N)C (4-Cyano-1H-imidazole-2-carboxylic acid {2-(4,4-dimethyl-cyclohex-1-enyl)-4-[1-methyl-1-(2-methylsulfanyl-ethylamino)-ethyl]-phenyl}-amide). Reaction SMILES: [CH3:1][C:2]1([CH3:28])[CH2:7][CH2:6][C:5]([C:8]2[CH:13]=[C:12]([C:14](O)([CH3:16])[CH3:15])[CH:11]=[CH:10][C:9]=2[NH:18][C:19]([C:21]2[NH:22][CH:23]=[C:24]([C:26]#[N:27])[N:25]=2)=[O:20])=[CH:4][CH2:3]1.[CH3:29][S:30][CH2:31][CH2:32][NH2:33]>CO.C(Cl)Cl>[CH3:1][C:2]1([CH3:28])[CH2:7][CH2:6][C:5]([C:8]2[CH:13]=[C:12]([C:14]([CH3:16])([NH:33][CH2:32][CH2:31][S:30][CH3:29])[CH3:15])[CH:11]=[CH:10][C:9]=2[NH:18][C:19]([C:21]2[NH:22][CH:23]=[C:24]([C:26]#[N:27])[N:25]=2)=[O:20])=[CH:4][CH2:3]1 |f:2.3|. Solvent: CO.C(Cl)Cl (MeOH DCM). Starting materials: CC1(CC=C(CC1)C1=C(C=CC(=C1)C(C)(C)O)NC(=O)C=1NC=C(N1)C#N)C (4-Cyano-1H-imidazole-2-carboxylic acid [2-(4,4-dimethyl-cyclohex-1-enyl)-4-(1-hydroxy-1-methyl-ethyl)-phenyl]-amide), CSCCN (2-methylsulfanyl-ethylamine). Starting materials: CC(=O)N1CCCc2nc3ccccc3c(C)c2C1, CC(=O)O, OO. The product is CC(=O)N1CCCc2c(c(C)c3ccccc3[n+]2[O-])C1. RXN SMILES: [C:1]([CH3:2])(=[O:3])[N:4]1[CH2:5][c:6]2[c:7]([n:8][c:9]3[cH:10][cH:11][cH:12][cH:13][c:14]3[c:15]2[CH3:16])[CH2:17][CH2:18][CH2:19]1.[CH3:22][C:23](=[O:24])[OH:25].[OH:20][OH:21]>>[C:1]([CH3:2])(=[O:3])[N:4]1[CH2:5][c:6]2[c:7]([n+:8]([O-:20])[c:9]3[cH:10][cH:11][cH:12][cH:13][c:14]3[c:15]2[CH3:16])[CH2:17][CH2:18][CH2:19]1.